This data is from the Open Reaction Database (ORD), a public repository of structured organic reaction records. The task is: describe an organic reaction: reactants, conditions, products, and yield Run at time 15 minute. Yields the product CC=1C=CC(=C2CCCN(C12)C(=O)OC(C)(C)C)N(CCC)CCC (t-butyl 1,2,3,4-tetrahydro-8-methyl-5-(dipropylamino)quinoline-1-carboxylate). Reaction SMILES: [CH:1]([Li])(CC)C.CCCCCC.[CH2:12]([N:15]([CH2:33][CH2:34][CH3:35])[C:16]1[CH:25]=[CH:24][CH:23]=[C:22]2[C:17]=1[CH2:18][CH2:19][CH2:20][N:21]2[C:26]([O:28][C:29]([CH3:32])([CH3:31])[CH3:30])=[O:27])[CH2:13][CH3:14].CI>C1COCC1>[CH3:1][C:23]1[CH:24]=[CH:25][C:16]([N:15]([CH2:12][CH2:13][CH3:14])[CH2:33][CH2:34][CH3:35])=[C:17]2[C:22]=1[N:21]([C:26]([O:28][C:29]([CH3:32])([CH3:31])[CH3:30])=[O:27])[CH2:20][CH2:19][CH2:18]2. Procedure details: s-Butyl lithium (17.7 mL of 1.3 M in hexane (0.045 mol) was added at -78° C. to a stirred solution of t-butyl 1,2,3,4-tetrahydro-5-(dipropylamino)quinoline-1-carboxylate (10 g, 0.030 mol) in THF (200 mL). After 15 minutes, methyl iodide (17.1 g, 0.13 mol) was added and the solution was allowed to warm to room temperature. The THF was removed under reduced pressure, and the residual oil was partitioned between ethyl acetate and water. The ethyl acetate was evaporated and the residual oil was chro... Run in C1CCOC1 (THF). Reactants: CI (methyl iodide), C(C)(CC)[Li] (s-Butyl lithium), CCCCCC (hexane), C(CC)N(C1=C2CCCN(C2=CC=C1)C(=O)OC(C)(C)C)CCC (t-butyl 1,2,3,4-tetrahydro-5-(dipropylamino)quinoline-1-carboxylate).